The task is: describe an organic reaction: reactants, conditions, products, and yield. This data is from the Open Reaction Database (ORD), a public repository of structured organic reaction records. The reactants are C13H18INO, IC1=CC=C(C=C1)O (4-Iodophenol), [H-].[Na+] (sodium hydride), ClCCCN1CCCC1 (1-(3-Chloropropyl)pyrrolidine), [I-].[Na+] (sodium iodide). Run in CN(C=O)C (N,N-dimethylformamide), C(C)(=O)OCC (ethyl acetate). Conditions: temperature 70 celsius, time 8 hour. Yields the product IC1=CC=C(OCCCN2CCCC2)C=C1 (1-[3-(4-Iodophenoxy)propyl]pyrrolidine). As a reaction SMILES: [I:1][C:2]1[CH:7]=[CH:6][C:5]([OH:8])=[CH:4][CH:3]=1.[H-].[Na+].Cl[CH2:12][CH2:13][CH2:14][N:15]1[CH2:19][CH2:18][CH2:17][CH2:16]1.[I-].[Na+]>CN(C)C=O.C(OCC)(=O)C>[I:1][C:2]1[CH:7]=[CH:6][C:5]([O:8][CH2:12][CH2:13][CH2:14][N:15]2[CH2:19][CH2:18][CH2:17][CH2:16]2)=[CH:4][CH:3]=1 |f:1.2,4.5|. Reported procedure: 4-Iodophenol (2.2 g, 10 mmol) was dissolved in N,N-dimethylformamide (30 mL) under N2, and sodium hydride (0.48 g, 60% dispersion in mineral oil, 12 mmol) was added in portions. 1-(3-Chloropropyl)pyrrolidine (1.77 g, 12 mmol) and sodium iodide (1.8 g, 12 mmol) were added, and the reaction mixture was stirred at 70° C. overnight. The reaction mixture was diluted with ethyl acetate and washed with water. The ethyl acetate solution was washed with 1 N HCl (2×). The acidic extracts were made basic w... Starting materials: resultant mixture, C(CCC)[B-](C1=CC=CC=C1)(C1=CC=CC=C1)C1=CC=CC=C1.[Li+] (lithium butyltriphenylborate), [Cl-].C[S+](CC1=CC=C(C=C1)Cl)C (dimethyl-p-chlorobenzylsulfonium chloride). Solvent: O (water), O (water). Product: C[S+](CC1=CC=C(C=C1)Cl)C.C(CCC)[B-](C1=CC=CC=C1)(C1=CC=CC=C1)C1=CC=CC=C1 (dimethyl-p-chlorobenzylsulfonium butyltriphenylborate). Yield: 93.1%. RXN SMILES: [CH2:1]([B-:5]([C:18]1[CH:23]=[CH:22][CH:21]=[CH:20][CH:19]=1)([C:12]1[CH:17]=[CH:16][CH:15]=[CH:14][CH:13]=1)[C:6]1[CH:11]=[CH:10][CH:9]=[CH:8][CH:7]=1)[CH2:2][CH2:3][CH3:4].[Li+].[Cl-].[CH3:26][S+:27]([CH3:36])[CH2:28][C:29]1[CH:34]=[CH:33][C:32]([Cl:35])=[CH:31][CH:30]=1>O>[CH3:26][S+:27]([CH3:36])[CH2:28][C:29]1[CH:34]=[CH:33][C:32]([Cl:35])=[CH:31][CH:30]=1.[CH2:1]([B-:5]([C:18]1[CH:23]=[CH:22][CH:21]=[CH:20][CH:19]=1)([C:6]1[CH:7]=[CH:8][CH:9]=[CH:10][CH:11]=1)[C:12]1[CH:17]=[CH:16][CH:15]=[CH:14][CH:13]=1)[CH2:2][CH2:3][CH3:4] |f:0.1,2.3,5.6|. Procedure details: An aqueous solution of 11.27 g of lithium butyltriphenylborate in 200 ml of water was added to an aqueous solution of 8.21 g of dimethyl-p-chlorobenzylsulfonium chloride in 200 ml of water, and the resultant mixture was stirred at room temperature for 30 minutes. Then, the reaction mixture was filtered, and the resultant crystal was washed with water and dried to give 16.67 g of dimethyl-p-chlorobenzylsulfonium-butyltriphenylborate as a white crystal. Reactants: C1=C(C=CC2=CC=CC=C12)NCC(=O)O (2-naphthylglycine), O1CCCC1 (tetrahydrofuran), C(OC(C)(C)C)(OC(C)(C)C)=O (di-tert.-butyl carbonate). The solvent is [OH-].[Na+] (sodium hydroxide). Conditions: temperature 24 celsius, time 4 hour. Yields the product C(C)(C)(C)OC(=O)N(CC(=O)O)C1=CC2=CC=CC=C2C=C1 (N-tert.-butoxycarbonyl-2-naphthylglycine). Isolated yield 85.5%. RXN SMILES: [CH:1]1[C:10]2[C:5](=[CH:6][CH:7]=[CH:8][CH:9]=2)[CH:4]=[CH:3][C:2]=1[NH:11][CH2:12][C:13]([OH:15])=[O:14].O1CCCC1.[C:21](=O)([O:27]C(C)(C)C)[O:22][C:23]([CH3:26])([CH3:25])[CH3:24]>[OH-].[Na+]>[C:23]([O:22][C:21]([N:11]([C:2]1[CH:3]=[CH:4][C:5]2[C:10](=[CH:9][CH:8]=[CH:7][CH:6]=2)[CH:1]=1)[CH2:12][C:13]([OH:15])=[O:14])=[O:27])([CH3:26])([CH3:25])[CH3:24] |f:3.4|. Procedure details: To a stirred solution of 10 g (50 mM) of 2-naphthylglycine (from Preparation 1) in 100 ml of 1N sodium hydroxide were added 50 ml of tetrahydrofuran followed by 30 g (140 mM) of di-tert.-butyl carbonate. The reaction mixture was stirred at 24° C. for four hours. The product was isolated by first washing the reaction mixture three times with 50 ml portions of diethyl ether, and then the mixture was made acidic to pH 2.0 by the addition of conc. hydrochloric acid. The aqueous acid mixture was extr... Yields the product COc1c(C(=O)O)cc(F)c2ccccc12. Reaction SMILES: [CH3:22][C:23]#[N:24].[Cl+:18]([O-:19])[O-:20].[F:1][c:2]1[cH:3][c:4]([CH:14]=[O:15])[c:5]([O:12][CH3:13])[c:6]2[cH:7][cH:8][cH:9][cH:10][c:11]12.[Na+:21].[OH2:25].[OH:16][OH:17]>>[F:1][c:2]1[cH:3][c:4]([C:14](=[O:15])[OH:19])[c:5]([O:12][CH3:13])[c:6]2[cH:7][cH:8][cH:9][cH:10][c:11]12. The reactants are CC#N, [O-][Cl+][O-], COc1c(C=O)cc(F)c2ccccc12, [Na+], O, OO. Starting materials: C1(=CCCCC1)C=1C(=NC=C(C(=O)O)C1)OCC(F)(F)F (5-Cyclohex-1-enyl-6-(2,2,2-trifluoroethoxy)nicotinic acid), NC=1C=NC=CC1 (3-Amino-pyridine), CN(C)C(=[N+](C)C)ON1C2=C(C=CC=C2)N=N1.[B-](F)(F)(F)F (TBTU), C(C)(C)N(C(C)C)CC (N,N-diisopropylethylamine), NaOH ice water. Run in CN(C)C=O (DMF). Yields the product C1(=CCCCC1)C=1C(=NC=C(C(=O)N(C(C)C)CC)C1)OCC(F)(F)F (5-Cyclohex-1-enyl-N-ethyl-N-isopropyl-6-(2,2,2-trifluoro-ethoxy)-nicotinamide), product. The yield is 27.0%. As a reaction SMILES: [C:1]1([C:7]2[C:8]([O:16][CH2:17][C:18]([F:21])([F:20])[F:19])=[N:9][CH:10]=[C:11]([CH:15]=2)[C:12]([OH:14])=O)[CH2:6][CH2:5][CH2:4][CH2:3][CH:2]=1.NC1C=NC=CC=1.CN(C(ON1N=NC2C=CC=CC1=2)=[N+](C)C)C.[B-](F)(F)(F)F.[CH:51]([N:54](CC)[CH:55](C)[CH3:56])([CH3:53])[CH3:52]>CN(C=O)C>[C:1]1([C:7]2[C:8]([O:16][CH2:17][C:18]([F:21])([F:20])[F:19])=[N:9][CH:10]=[C:11]([CH:15]=2)[C:12]([N:54]([CH2:55][CH3:56])[CH:51]([CH3:53])[CH3:52])=[O:14])[CH2:6][CH2:5][CH2:4][CH2:3][CH:2]=1 |f:2.3|. Reported procedure: 5-Cyclohex-1-enyl-6-(2,2,2-trifluoroethoxy)nicotinic acid (15 mg, 49.8 μmol) was dissolved in DMF (5 mL) to give a light yellow solution. 3-Amino-pyridine (5.15 mg, 54.8 mmol), TBTU (24.0 mg, 74.7 μmol) and N,N-diisopropylethylamine (32.2 mg, 43.5 μA, 249 μmol) was successively added under stirring and argon to give a light brown solution. The reaction mixture was stirred for 18 h; poured into 5 mL 1N NaOH/ice water and extracted with i-propyl acetate (2×20 mL). The organic layers were combined,... The reactants are COC1=CC=C(C=C1)C=1C=C(SC1C1=CC=C(C=C1)OC)C1(CCCCC1)O (1-[4,5-bis(4-methoxyphenyl)thien-2-yl]cyclohexanol), C(C)[SiH](CC)CC (triethylsilane), FC(C(=O)O)(F)F (trifluoroacetic acid). The solvent is C(Cl)Cl (methylene chloride). Reaction conditions: time 2 hour. Yields the product C1(CCCCC1)C1=CC(=C(S1)C1=CC=C(C=C1)OC)C1=CC=C(C=C1)OC (5-Cyclohexyl-2,3-bis(4-methoxyphenyl)thiophene). The yield is 70.1%. RXN SMILES: [CH3:1][O:2][C:3]1[CH:8]=[CH:7][C:6]([C:9]2[CH:10]=[C:11]([C:22]3(O)[CH2:27][CH2:26][CH2:25][CH2:24][CH2:23]3)[S:12][C:13]=2[C:14]2[CH:19]=[CH:18][C:17]([O:20][CH3:21])=[CH:16][CH:15]=2)=[CH:5][CH:4]=1.C([SiH](CC)CC)C.FC(F)(F)C(O)=O>C(Cl)Cl>[CH:22]1([C:11]2[S:12][C:13]([C:14]3[CH:19]=[CH:18][C:17]([O:20][CH3:21])=[CH:16][CH:15]=3)=[C:9]([C:6]3[CH:7]=[CH:8][C:3]([O:2][CH3:1])=[CH:4][CH:5]=3)[CH:10]=2)[CH2:23][CH2:24][CH2:25][CH2:26][CH2:27]1. Reported procedure: A solution of 1-[4,5-bis(4-methoxyphenyl)thien-2-yl]cyclohexanol (5.8 g, 14.7 mmole) in 125 ml of methylene chloride at 0° was treated sequentially with triethylsilane (4.7 ml, 2 equiv.) and trifluoroacetic acid (1.3 ml, 1.14 equiv.). The reaction mixture was stirred for 40 minutes at 0° and for 2 hours at room temperature, and then partitioned between methylene chloride and water. The organic phase was washed with saturated aqueous sodium bicarbonate and brine, dried and concentrated in vacuo. ...